From a dataset of the Open Reaction Database (ORD), a public repository of structured organic reaction records. describe an organic reaction: reactants, conditions, products, and yield Reactants: CC1(CC2(C(NC(N2)=O)=O)CC(N1C)(C)C)C (7,7,8,9,9-pentamethyl-1,3,8-triazaspiro[4.5]decane-2,4-dione), O1C(COCCOCCOCCOCCOCCOCCOCCOCCOCCOCC2CO2)C1 (nonaethylene glycol bis(2,3-epoxypropyl)ether), [OH-].[K+] (potassium hydroxide). The solvent is CO (methanol). Yields the product OC(COCCOCCOCCOCCOCCOCCOCCOCCOCCOCC(CN1C(NC2(C1=O)CC(N(C(C2)(C)C)C)(C)C)=O)O)CN2C(NC1(C2=O)CC(N(C(C1)(C)C)C)(C)C)=O (Nonaethylene glycol bis[2-hydroxy-3-(7,7,8,9,9-pentamethyl-2,4-dioxo-1,3,8-triazaspiro[4.5]dec-3-yl)propyl]ether). RXN SMILES: [CH3:1][C:2]1([CH3:17])[N:13]([CH3:14])[C:12]([CH3:16])([CH3:15])[CH2:11][C:4]2([NH:8][C:7](=[O:9])[NH:6][C:5]2=[O:10])[CH2:3]1.[O:18]1[CH2:53][CH:19]1[CH2:20][O:21][CH2:22][CH2:23][O:24][CH2:25][CH2:26][O:27][CH2:28][CH2:29][O:30][CH2:31][CH2:32][O:33][CH2:34][CH2:35][O:36][CH2:37][CH2:38][O:39][CH2:40][CH2:41][O:42][CH2:43][CH2:44][O:45][CH2:46][CH2:47][O:48][CH2:49][CH:50]1[O:52][CH2:51]1.[OH-:54].[K+]>CO>[OH:18][CH:19]([CH2:53][N:6]1[C:5](=[O:54])[C:4]2([CH2:3][C:2]([CH3:1])([CH3:17])[N:13]([CH3:14])[C:12]([CH3:16])([CH3:15])[CH2:11]2)[NH:8][C:7]1=[O:9])[CH2:20][O:21][CH2:22][CH2:23][O:24][CH2:25][CH2:26][O:27][CH2:28][CH2:29][O:30][CH2:31][CH2:32][O:33][CH2:34][CH2:35][O:36][CH2:37][CH2:38][O:39][CH2:40][CH2:41][O:42][CH2:43][CH2:44][O:45][CH2:46][CH2:47][O:48][CH2:49][CH:50]([OH:52])[CH2:51][N:6]1[C:5](=[O:10])[C:4]2([CH2:3][C:2]([CH3:17])([CH3:1])[N:13]([CH3:14])[C:12]([CH3:16])([CH3:15])[CH2:11]2)[NH:8][C:7]1=[O:9] |f:2.3|. Procedure: 5.8 g of 7,7,8,9,9-pentamethyl-1,3,8-triazaspiro[4.5]decane-2,4-dione, 5.3 g of nonaethylene glycol bis(2,3-epoxypropyl)ether and 0.1 g of potassium hydroxide were reacted in 100 ml of methanol, following substantially the same procedure as in Example 1. The desired Compound No. 169 was obtained in the form of a colourless, viscous liquid, having an Rf value of 0.38 on thin-layer chromatography on silica gel using a 2:1:0.03 by volume mixture of ethyl acetate, methanol and triethylamine as devel... The reactants are ClC1=CC2=C(OC3=C(CN2C(=O)Cl)C=CC=C3)C=C1 (8-chlorodibenz[b,f][1,4]-oxazepine-10(11H)-carbonyl chloride), N1(CCCC1)C1CCNCC1 (4-(1-pyrrolidinyl)piperidine). Yields the product ClC1=CC2=C(OC3=C(CN2C(=O)N2CCC(CC2)N2CCCC2)C=CC=C3)C=C1 (8-chloro-10,11-dihydro-10-[[4-(1-pyrrolidinyl)-1-piperidinyl]carbonyl]dibenz[b,f][1,4]oxazepine). The yield is 65.0%. Reaction SMILES: [Cl:1][C:2]1[CH:19]=[CH:18][C:5]2[O:6][C:7]3[CH:17]=[CH:16][CH:15]=[CH:14][C:8]=3[CH2:9][N:10]([C:11](Cl)=[O:12])[C:4]=2[CH:3]=1.[N:20]1([CH:25]2[CH2:30][CH2:29][NH:28][CH2:27][CH2:26]2)[CH2:24][CH2:23][CH2:22][CH2:21]1>>[Cl:1][C:2]1[CH:19]=[CH:18][C:5]2[O:6][C:7]3[CH:17]=[CH:16][CH:15]=[CH:14][C:8]=3[CH2:9][N:10]([C:11]([N:28]3[CH2:29][CH2:30][CH:25]([N:20]4[CH2:24][CH2:23][CH2:22][CH2:21]4)[CH2:26][CH2:27]3)=[O:12])[C:4]=2[CH:3]=1. Procedure details: The title compound of Example 2 (1.0 g, 3.4 mmol) was reacted with 4-(1-pyrrolidinyl)piperidine (0.77 g, 3.4 mmol) and the reaction was carried out by the method of Example 4. Following chromatographic purification, 0.91 g of the title product was obtained. The reactants are [N+](=O)([O-])C1=CC=C(NC=2SC3=C(C(N2)=O)C=CC=N3)C=C1 (2-(4-nitroanilino)-4H-pyrido[3,2-e]-1,3-thiazin-4-one), [H-].[Li+] (lithium hydride), C(C1=CC=CC=C1)Br (benzyl bromide). Product: C(C1=CC=CC=C1)N1C(SC2=C(C1=O)C=CC=N2)=NC2=CC=C(C=C2)[N+](=O)[O-] (3-benzyl-2,3-dihydro-2-[(4-nitrophenyl)imino]-4H-pyrido[3,2-e]-1,3-thiazin-4-one). Isolated yield 75.1%. As a reaction SMILES: [N+:1]([C:4]1[CH:21]=[CH:20][C:7]([NH:8][C:9]2[S:10][C:11]3[N:19]=[CH:18][CH:17]=[CH:16][C:12]=3[C:13](=[O:15])[N:14]=2)=[CH:6][CH:5]=1)([O-:3])=[O:2].[H-].[Li+].[CH2:24](Br)[C:25]1[CH:30]=[CH:29][CH:28]=[CH:27][CH:26]=1>>[CH2:24]([N:14]1[C:13](=[O:15])[C:12]2[CH:16]=[CH:17][CH:18]=[N:19][C:11]=2[S:10][C:9]1=[N:8][C:7]1[CH:20]=[CH:21][C:4]([N+:1]([O-:3])=[O:2])=[CH:5][CH:6]=1)[C:25]1[CH:30]=[CH:29][CH:28]=[CH:27][CH:26]=1 |f:1.2|. Procedure: The reaction procedure of Example 11 was followed except that 901 mg (3.0 mmol) of 2-(4-nitroanilino)-4H-pyrido[3,2-e]-1,3-thiazin-4-one, 30 mg of lithium hydride and 616 mg of benzyl bromide were used. The resulting residue was then purified through silica gel column chromatography (eluant: chloroform) to obtain 880 mg of 3-benzyl-2,3-dihydro-2-[(4-nitrophenyl)imino]-4H-pyrido[3,2-e]-1,3-thiazin-4-one (75%, recrystallized from a mixture of ether and hexane). Starting materials: O.[OH-].[Li+] (lithium hydroxide hydrate), Cl (hydrochloric acid), CC(C)(C)C=1C=C(C=C(C1O)C(C)(C)C)SC(C(=O)OCC)C (Ethyl 2-[[3,5-bis(1,1-dimethylethyl)-4-hydroxyphenyl]thio]propanoate), O.[OH-].[Li+] (lithium hydroxide hydrate), O (Water). Solvent: C(C)O (ethanol). Reaction conditions: time 2 hour. Yields the product CC(C)(C)C=1C=C(C=C(C1O)C(C)(C)C)SC(C(=O)O)C (2-[[3,5-bis(1,1-dimethylethyl)-4-hydroxyphenyl]thio]propanoic acid). As a reaction SMILES: [CH3:1][C:2]([C:5]1[CH:6]=[C:7]([S:16][CH:17]([CH3:23])[C:18]([O:20]CC)=[O:19])[CH:8]=[C:9]([C:12]([CH3:15])([CH3:14])[CH3:13])[C:10]=1[OH:11])([CH3:4])[CH3:3].O.[OH-].[Li+].O.Cl>C(O)C>[CH3:15][C:12]([C:9]1[CH:8]=[C:7]([S:16][CH:17]([CH3:23])[C:18]([OH:20])=[O:19])[CH:6]=[C:5]([C:2]([CH3:1])([CH3:3])[CH3:4])[C:10]=1[OH:11])([CH3:13])[CH3:14] |f:1.2.3|. Reported procedure: To a solution of ethyl 2-[[3,5-bis(1,1-dimethylethyl)-4hydroxyphenyl]thio]propanoate (1.16 g, 3.4 mmole) from Example 5 in absolute ethanol (20ml) was added lithium hydroxide hydrate (0.2g, 4.8 mmole). Water was added until the solution became cloudy and the mixture was then stirred for 20 hours Additional lithium hydroxide hydrate (0.75 g, 17.9 mmole) was added and the mixture was stirred for another two hours. The mixture was poured into 0.5 N hydrochloric acid (75 ml) and extracted with dieth... Reactants: O=Cc1cc(Br)cs1, CCCCCCOc1ccc(B(O)O)cc1, CCO, Cc1ccccc1, [Na+], [Na+], O=C([O-])[O-], c1ccc(P(c2ccccc2)(c2ccccc2)[Pd](P(c2ccccc2)(c2ccccc2)c2ccccc2)(P(c2ccccc2)(c2ccccc2)c2ccccc2)P(c2ccccc2)(c2ccccc2)c2ccccc2)cc1. Product: CCCCCCOc1ccc(-c2csc(C=O)c2)cc1. As a reaction SMILES: [Br:17][c:18]1[cH:19][c:20]([CH:23]=[O:24])[s:21][cH:22]1.[CH2:1]([CH2:2][CH2:3][CH2:4][CH2:5][CH3:6])[O:7][c:8]1[cH:9][cH:10][c:11]([B:14]([OH:15])[OH:16])[cH:12][cH:13]1.[CH3:115][CH2:116][OH:117].[CH3:25][c:26]1[cH:27][cH:28][cH:29][cH:30][cH:31]1.[Na+:32].[Na+:33].[O-:34][C:35](=[O:36])[O-:37].[cH:38]1[cH:39][cH:40][c:41]([P:42]([Pd:43]([P:44]([c:45]2[cH:46][cH:47][cH:48][cH:49][cH:50]2)([c:51]2[cH:52][cH:53][cH:54][cH:55][cH:56]2)[c:57]2[cH:58][cH:59][cH:60][cH:61][cH:62]2)([P:63]([c:64]2[cH:65][cH:66][cH:67][cH:68][cH:69]2)([c:70]2[cH:71][cH:72][cH:73][cH:74][cH:75]2)[c:76]2[cH:77][cH:78][cH:79][cH:80][cH:81]2)[P:82]([c:83]2[cH:84][cH:85][cH:86][cH:87][cH:88]2)([c:89]2[cH:90][cH:91][cH:92][cH:93][cH:94]2)[c:95]2[cH:96][cH:97][cH:98][cH:99][cH:100]2)([c:101]2[cH:102][cH:103][cH:104][cH:105][cH:106]2)[c:107]2[cH:108][cH:109][cH:110][cH:111][cH:112]2)[cH:113][cH:114]1>>[CH2:1]([CH2:2][CH2:3][CH2:4][CH2:5][CH3:6])[O:7][c:8]1[cH:9][cH:10][c:11](-[c:18]2[cH:19][c:20]([CH:23]=[O:24])[s:21][cH:22]2)[cH:12][cH:13]1. Starting materials: C(#N)C(C1=CC=CC=C1)Br (cyanobenzyl bromide), C([O-])([O-])=O.[K+].[K+] (potassium carbonate), CN(C=O)C (dimethylformamide), C1(=CC=CC=C1)C1C2=C(CNC1)SC=C2 (4-phenyl-4,5,6,7-tetrahydro-thieno[2,3-c]pyridine). Product: C(#N)C1=C(SC=2CNCC(C21)C2=CC=CC=C2)CC2=CC=CC=C2 (Cyanobenzyl-4-phenyl-4,5,6,7-tetrahydro-thieno[2,3-c]pyridine). Isolated yield 67.0%. As a reaction SMILES: [C:1]1([CH:7]2[CH2:12][NH:11][CH2:10][C:9]3[S:13][CH:14]=[CH:15][C:8]2=3)[CH:6]=[CH:5][CH:4]=[CH:3][CH:2]=1.C([CH:18](Br)[C:19]1[CH:24]=[CH:23][CH:22]=[CH:21][CH:20]=1)#N.C(=O)([O-])[O-].[K+].[K+].[CH3:32][N:33](C)C=O>>[C:32]([C:15]1[C:8]2[CH:7]([C:1]3[CH:2]=[CH:3][CH:4]=[CH:5][CH:6]=3)[CH2:12][NH:11][CH2:10][C:9]=2[S:13][C:14]=1[CH2:18][C:19]1[CH:24]=[CH:23][CH:22]=[CH:21][CH:20]=1)#[N:33] |f:2.3.4|. Procedure: A mixture of 4-phenyl-4,5,6,7-tetrahydro-thieno[2,3-c]pyridine (6 g; 0.028 mole) (Example 3), o.cyanobenzyl bromide (5.9 g; 0.03 mole) and solid potassium carbonate (5.8 g; 0.042 mole) in dimethylformamide (100 ml) is heated at 70° C during 2 hours. After cooling, the precipitate is filtered and the solvent is evaporated off under reduced pressure. The residue is taken up into water and extracted with ether. The organic extracts are washed with water, dried over sodium sulfate, filtered through ... Reactants: C1CCOC1, CCOC(C)=O, [Li+], O=C(O)c1ccc(C(C(=O)Nc2ccccc2)C(=O)Nc2ccccc2)cc1, [OH-], O. The product is O=C(O)c1ccc(C(O)(C(=O)Nc2ccccc2)C(=O)Nc2ccccc2)cc1. Reaction SMILES: [CH2:31]1[O:32][CH2:33][CH2:34][CH2:35]1.[CH3:37][CH2:38][O:39][C:40](=[O:41])[CH3:42].[Li+:30].[NH:1]([c:2]1[cH:3][cH:4][cH:5][cH:6][cH:7]1)[C:8]([CH:9]([C:10](=[O:11])[NH:12][c:13]1[cH:14][cH:15][cH:16][cH:17][cH:18]1)[c:19]1[cH:20][cH:21][c:22]([C:23](=[O:24])[OH:25])[cH:26][cH:27]1)=[O:28].[OH-:29].[OH2:36]>>[NH:1]([c:2]1[cH:3][cH:4][cH:5][cH:6][cH:7]1)[C:8]([C:9]([C:10](=[O:11])[NH:12][c:13]1[cH:14][cH:15][cH:16][cH:17][cH:18]1)([c:19]1[cH:20][cH:21][c:22]([C:23](=[O:24])[OH:25])[cH:26][cH:27]1)[OH:29])=[O:28]. Starting materials: ClCCl, CC1(C)NC(=CC(=O)c2ccccc2)c2ccccc2C1O, O=[Cr](=O)([O-])Cl, c1cc[nH+]cc1. Product: CC1(C)NC(=CC(=O)c2ccccc2)c2ccccc2C1=O. RXN SMILES: [CH2:34]([Cl:35])[Cl:36].[CH3:1][C:2]1([CH3:22])[NH:3][C:4](=[CH:13][C:14](=[O:15])[c:16]2[cH:17][cH:18][cH:19][cH:20][cH:21]2)[c:5]2[cH:6][cH:7][cH:8][cH:9][c:10]2[CH:11]1[OH:12].[O:23]=[Cr:24]([Cl:25])([O-:26])=[O:27].[nH+:28]1[cH:29][cH:30][cH:31][cH:32][cH:33]1>>[CH3:1][C:2]1([CH3:22])[NH:3][C:4](=[CH:13][C:14](=[O:15])[c:16]2[cH:17][cH:18][cH:19][cH:20][cH:21]2)[c:5]2[cH:6][cH:7][cH:8][cH:9][c:10]2[C:11]1=[O:12]. Starting materials: C(C)(C)(C)OC(=O)NC(=NC(=O)OC(C)(C)C)N[C@H]1[C@H](CCCC1)NC1=NC(=NC2=CC=C(C=C12)OC)NC(C1=CC=C(C=C1)Cl)=O (cis-N-[N,N′-bis(tert-butoxycarbonyl)]amidino-2-[2-(4-chlorobenzoylamino)-6-methoxyquinazolin-4-yl]aminocyclohexylamine), solution, Cl (hydrogen chloride). The solvent is CO (methanol), C(Cl)(Cl)Cl (chloroform), C(C)(=O)OCC (ethyl acetate). Product: Cl.Cl.C(N)(=N)N[C@H]1[C@H](CCCC1)NC1=NC(=NC2=CC=C(C=C12)OC)NC(C1=CC=C(C=C1)Cl)=O (cis-N-Amidino-2-[2-(4-chlorobenzoylamino)-6-methoxyquinazolin-4-yl]aminocyclohexylamine Dihydrochloride). Reaction SMILES: C(OC([NH:8][C:9]([NH:18][C@@H:19]1[CH2:24][CH2:23][CH2:22][CH2:21][C@@H:20]1[NH:25][C:26]1[C:35]2[C:30](=[CH:31][CH:32]=[C:33]([O:36][CH3:37])[CH:34]=2)[N:29]=[C:28]([NH:38][C:39](=[O:47])[C:40]2[CH:45]=[CH:44][C:43]([Cl:46])=[CH:42][CH:41]=2)[N:27]=1)=[N:10]C(OC(C)(C)C)=O)=O)(C)(C)C.[ClH:48]>CO.C(Cl)(Cl)Cl.C(OCC)(=O)C>[ClH:46].[ClH:48].[C:9]([NH:18][C@@H:19]1[CH2:24][CH2:23][CH2:22][CH2:21][C@@H:20]1[NH:25][C:26]1[C:35]2[C:30](=[CH:31][CH:32]=[C:33]([O:36][CH3:37])[CH:34]=2)[N:29]=[C:28]([NH:38][C:39](=[O:47])[C:40]2[CH:45]=[CH:44][C:43]([Cl:46])=[CH:42][CH:41]=2)[N:27]=1)(=[NH:8])[NH2:10] |f:5.6.7|. Reported procedure: A solution of 120 mg of cis-N-[N,N′-bis(tert-butoxycarbonyl)]amidino-2-[2-(4-chlorobenzoylamino)-6-methoxyquinazolin-4-yl]aminocyclohexylamine in 5 mL of methanol and 5 mL of chloroform was combined with 3 mL of a 4N solution of hydrogen chloride in ethyl acetate, and reacted at 50° C. for 72 hours. After concentrating, treatment was performed with methanol-ethyl ether to obtain 22 mg of the desirable compound as pale yellow powder.